From a dataset of the Open Reaction Database (ORD), a public repository of structured organic reaction records. describe an organic reaction: reactants, conditions, products, and yield Starting materials: [Br-], C[Mg+], CCOCC, Cl, CC(=O)CN1CCOCC1. Product: CC(C)(O)CN1CCOCC1. Reaction SMILES: [Br-:11].[CH3:12][Mg+:13].[CH3:15][CH2:16][O:17][CH2:18][CH3:19].[ClH:14].[O:1]=[C:2]([CH2:3][N:4]1[CH2:5][CH2:6][O:7][CH2:8][CH2:9]1)[CH3:10]>>[OH:1][C:2]([CH2:3][N:4]1[CH2:5][CH2:6][O:7][CH2:8][CH2:9]1)([CH3:10])[CH3:12].